Task: describe an organic reaction: reactants, conditions, products, and yield. Dataset: the Open Reaction Database (ORD), a public repository of structured organic reaction records Starting materials: ClC1=C(C=CC2=C1C(N1[C@H](C=3N2C=NC3C3=NOC(=N3)CCl)CC1)=O)F ((S)-8-chloro-1-(5-chloromethyl-1,2,4-oxadiazol-3-yl)-7-fluoro-12,12a-dihydro-9H,11H-azeto[2,1-c]imidazo[1,5-a][1,4]benzodiazepin-9-one), C(C)NCC (diethylamine). The solvent is CN(C=O)C (N,N-dimethylformamide). Yields the product ClC1=C(C=CC2=C1C(N1[C@H](C=3N2C=NC3C3=NOC(=N3)CN(CC)CC)CC1)=O)F ((S)-8-chloro-1-(5-diethylaminomethyl-1,2,4-oxadiazol-3-yl)-7-fluoro-12,12a-dihydro-9H,11H-azeto[2,1-c]imidazo[1,5-a][1,4]benzodiazepin-9-one). Isolated yield 83.6%. RXN SMILES: [Cl:1][C:2]1[C:7]2[C:8](=[O:25])[N:9]3[CH2:24][CH2:23][C@H:10]3[C:11]3[N:12]([CH:13]=[N:14][C:15]=3[C:16]3[N:20]=[C:19]([CH2:21]Cl)[O:18][N:17]=3)[C:6]=2[CH:5]=[CH:4][C:3]=1[F:26].[CH2:27]([NH:29][CH2:30][CH3:31])[CH3:28]>CN(C)C=O>[Cl:1][C:2]1[C:7]2[C:8](=[O:25])[N:9]3[CH2:24][CH2:23][C@H:10]3[C:11]3[N:12]([CH:13]=[N:14][C:15]=3[C:16]3[N:20]=[C:19]([CH2:21][N:29]([CH2:30][CH3:31])[CH2:27][CH3:28])[O:18][N:17]=3)[C:6]=2[CH:5]=[CH:4][C:3]=1[F:26]. Reported procedure: 0.88 g (2.5 mmol) of (S)-8-chloro-1-(5-chloromethyl-1,2,4-oxadiazol-3-yl)-7-fluoro-12,12a-dihydro-9H,11H-azeto[2,1-c]imidazo[1,5-a][1,4]benzodiazepin-9-one was stirred at room temperature overnight with 0.5 g (6.8 mmol) of diethylamine and 10 ml of N,N-dimethylformamide. After evaporating the reaction mixture the residue was dissolved in methylene chloride and the solution was washed with water. By drying the organic phase over magnesium sulfate and evaporating the solvent there was obtained 0.9... Starting materials: C(C)OC(=O)C1C(CCC1)=O (2-oxo-cyclopentanecarboxylic acid ethyl ester), O (water), [BH4-].[Na+] (sodium borohydride). Run in C(C)O (ethanol). Run at temperature 0 celsius, time 30 minute. Product: ethyl acetate hexanes, C(C)OC(=O)C1C(CCC1)O (2-hydroxy-cyclopentanecarboxylic acid ethyl ester). Isolated yield 84.0%. Reaction SMILES: [CH2:1]([O:3][C:4]([CH:6]1[CH2:10][CH2:9][CH2:8][C:7]1=[O:11])=[O:5])[CH3:2].[BH4-].[Na+].O>C(O)C>[CH2:1]([O:3][C:4]([CH:6]1[CH2:10][CH2:9][CH2:8][CH:7]1[OH:11])=[O:5])[CH3:2] |f:1.2|. Procedure: A solution of 2-oxo-cyclopentanecarboxylic acid ethyl ester (10 g, 64.0 mmol) in ethanol (106.7 mL) cooled to 0° C. was treated with 98% sodium borohydride (686 mg, 17.78 mmol). The reaction was stirred at 0° C. for 30 min. At this time, the reaction mixture was poured into water (53 mL) and was extracted into diethyl ether 3×100 mL). The organics were dried over sodium sulfate, filtered, and concentrated in vacuo. Flash chromatography (Merck Silica gel 60, 230-400 mesh, 75/25 ethyl acetate/hexa... The reactants are CCC(C)(C)c1ccc(S(=O)(=O)Cl)cc1, CCOC(C)=O, ClCCl, ClCCCl, Cl, COC(=O)c1sccc1N, c1ccncc1. Product: CCC(C)(C)c1ccc(S(=O)(=O)Nc2ccsc2C(=O)OC)cc1. Reaction SMILES: [CH3:11][C:12]([CH2:13][CH3:14])([CH3:15])[c:16]1[cH:17][cH:18][c:19]([S:22](=[O:23])(=[O:24])[Cl:25])[cH:20][cH:21]1.[CH3:30][CH2:31][O:32][C:33](=[O:34])[CH3:35].[Cl:27][CH2:28][Cl:29].[Cl:42][CH2:43][CH2:44][Cl:45].[ClH:26].[NH2:1][c:2]1[c:3]([C:7](=[O:8])[O:9][CH3:10])[s:4][cH:5][cH:6]1.[cH:36]1[cH:37][cH:38][n:39][cH:40][cH:41]1>>[NH:1]([c:2]1[c:3]([C:7](=[O:8])[O:9][CH3:10])[s:4][cH:5][cH:6]1)[S:22]([c:19]1[cH:18][cH:17][c:16]([C:12]([CH3:11])([CH2:13][CH3:14])[CH3:15])[cH:21][cH:20]1)(=[O:23])=[O:24]. The reactants are NN1C(C2=CC=CC=C2C(=N1)C(F)(F)F)=O (2-amino-4-(trifluoromethyl)phthalazin-1(2H)-one), ClC1=CC=C(C=C1)CC(=O)Cl (2-(4-chlorophenyl)acetyl chloride). The product is ClC1=CC=C(C=C1)CC(=O)NN1C(C2=CC=CC=C2C(=N1)C(F)(F)F)=O (2-(4-chlorophenyl)-N-[1-oxo-4-(trifluoromethyl)phthalazin-2(1H)-yl]acetamide). Isolated yield 83.8%. RXN SMILES: [NH2:1][N:2]1[N:11]=[C:10]([C:12]([F:15])([F:14])[F:13])[C:9]2[C:4](=[CH:5][CH:6]=[CH:7][CH:8]=2)[C:3]1=[O:16].[Cl:17][C:18]1[CH:23]=[CH:22][C:21]([CH2:24][C:25](Cl)=[O:26])=[CH:20][CH:19]=1>>[Cl:17][C:18]1[CH:23]=[CH:22][C:21]([CH2:24][C:25]([NH:1][N:2]2[N:11]=[C:10]([C:12]([F:15])([F:13])[F:14])[C:9]3[C:4](=[CH:5][CH:6]=[CH:7][CH:8]=3)[C:3]2=[O:16])=[O:26])=[CH:20][CH:19]=1. Procedure details: The product of Example 11B (41 mg) and 2-(4-chlorophenyl)acetyl chloride (0.030 mL, 0.20 mmol) were treated using a method similar to that described in Example 1C to give the title compound (57 mg, 0.15 mmol) as a white solid. 1H NMR (300 MHz, DMSO-d6) δ 11.90 (s, 1H), 8.42 (dd, 1H), 8.19-7.97 (m, 3H), 7.41 (dd, J=3.3 Hz, 4H), 3.74 (s, 2H); MS (DCI) M/Z 399.2 (M+NH4)+. The reactants are C1(CCCCC1)CCOC(=O)C1=CC(=C(C(=C1)[N+](=O)[O-])S(=O)(=O)[O-])[N+](=O)[O-].[Na+] (sodium 4-(2-cyclohexylethoxycarbonyl)-2,6-dinitrobenzenesulfonate). The solvent is O (water), CO (methanol). Product: S(=O)(=O)(O)C1=C(C=C(C(=O)OCCC2CCCCC2)C=C1[N+](=O)[O-])[N+](=O)[O-] (2-cyclohexylethyl 4-sulfo-3,5-dinitrobenzoate). RXN SMILES: [CH:1]1([CH2:7][CH2:8][O:9][C:10]([C:12]2[CH:17]=[C:16]([N+:18]([O-:20])=[O:19])[C:15]([S:21]([O-:24])(=[O:23])=[O:22])=[C:14]([N+:25]([O-:27])=[O:26])[CH:13]=2)=[O:11])[CH2:6][CH2:5][CH2:4][CH2:3][CH2:2]1.[Na+]>O.CO>[S:21]([C:15]1[C:16]([N+:18]([O-:20])=[O:19])=[CH:17][C:12]([C:10]([O:9][CH2:8][CH2:7][CH:1]2[CH2:2][CH2:3][CH2:4][CH2:5][CH2:6]2)=[O:11])=[CH:13][C:14]=1[N+:25]([O-:27])=[O:26])([OH:24])(=[O:23])=[O:22] |f:0.1|. Procedure: 11.20 parts of sodium 4-(2-cyclohexylethoxycarbonyl)-2,6-dinitrobenzenesulfonate was dissolved in 60.0 parts of ion-exchanged water and 60 parts of methanol. The solution was passed thrice through a column filled with 32.07 parts of ion-exchange resin (Duolite C20 H type, manufactured by Sumitomo Chemical Co., Ltd.). After concentrating to eliminate methanol, the concentrate was freeze-dried to obtain 9.87 parts of 2-cyclohexylethyl 4-sulfo-3,5-dinitrobenzoate. Run in C1CCOC1 (THF). Reaction conditions: temperature 60 celsius, time 2 hour. The product is ClC1=C(C(=NC2=CC(=CC(=C12)F)F)CC1=CC(=CC=C1)F)C (4-chloro-5,7-difluoro-2-(3-fluorobenzyl)-3-methylquinoline). Procedure: A screw cap vial was charged with 2,4-dichloro-5,7-difluoro-3-methylquinoline (500 mg, 2.016 mmol), tetrakis(triphenylphosphine)palladium(0) (233 mg, 0.202 mmol), and THF (5.04 mL). The mixture was sparged with N2, then 3-fluoro-benzylzinc chloride (0.5M in THF, 4.23 mL, 2.116 mmol) was added and the reaction stirred at 60° C. for 2 h. The reaction was then partitioned between EtOAc and water, and the organic layer washed with brine, dried (MgSO4), and concentrated. The crude material was purifi... RXN SMILES: Cl[C:2]1[C:11]([CH3:12])=[C:10]([Cl:13])[C:9]2[C:4](=[CH:5][C:6]([F:15])=[CH:7][C:8]=2[F:14])[N:3]=1.[Cl-].[F:17][C:18]1[CH:19]=[C:20]([CH:23]=[CH:24][CH:25]=1)[CH2:21][Zn+]>C1C=CC([P]([Pd]([P](C2C=CC=CC=2)(C2C=CC=CC=2)C2C=CC=CC=2)([P](C2C=CC=CC=2)(C2C=CC=CC=2)C2C=CC=CC=2)[P](C2C=CC=CC=2)(C2C=CC=CC=2)C2C=CC=CC=2)(C2C=CC=CC=2)C2C=CC=CC=2)=CC=1.C1COCC1>[Cl:13][C:10]1[C:9]2[C:4](=[CH:5][C:6]([F:15])=[CH:7][C:8]=2[F:14])[N:3]=[C:2]([CH2:21][C:20]2[CH:23]=[CH:24][CH:25]=[C:18]([F:17])[CH:19]=2)[C:11]=1[CH3:12] |f:1.2,^1:29,31,50,69|. The reactants are ClC1=NC2=CC(=CC(=C2C(=C1C)Cl)F)F (2,4-dichloro-5,7-difluoro-3-methylquinoline), [Cl-].FC=1C=C(C[Zn+])C=CC1 (3-fluoro-benzylzinc chloride). The reagents and catalysts are C=1C=CC(=CC1)[P](C=2C=CC=CC2)(C=3C=CC=CC3)[Pd]([P](C=4C=CC=CC4)(C=5C=CC=CC5)C=6C=CC=CC6)([P](C=7C=CC=CC7)(C=8C=CC=CC8)C=9C=CC=CC9)[P](C=1C=CC=CC1)(C=1C=CC=CC1)C=1C=CC=CC1 (tetrakis(triphenylphosphine)palladium(0)). Starting materials: solution, [OH-].[Na+] (sodium hydroxide), solution, C12CCCC(CCC1)B2 (9-borabicyclo[3.3.1]nonane), C(C=C)C=1C(N(C=CC1)C1=C(C=C(C=C1)[N+](=O)[O-])C)=O (3-Allyl-1-(2-methyl-4-nitrophenyl)pyridin-2(1H)-one), S([O-])(O)=O.[Na+] (sodium bisulphite), OO (hydrogen peroxide). Solvent: O (water), C1CCOC1 (THF), C1CCOC1 (THF), C(C)(=O)OCC (ethyl acetate). Conditions: temperature 0 celsius, time 1 hour. The product is OCCCC=1C(N(C=CC1)C1=C(C=C(C=C1)[N+](=O)[O-])C)=O (3-(3-Hydroxypropyl)-1-(2-methyl-4-nitrophenyl)pyridin-2(1H)-one). RXN SMILES: C12BC(CCC1)CCC2.[CH2:10]([C:13]1[C:14](=[O:29])[N:15]([C:19]2[CH:24]=[CH:23][C:22]([N+:25]([O-:27])=[O:26])=[CH:21][C:20]=2[CH3:28])[CH:16]=[CH:17][CH:18]=1)[CH:11]=[CH2:12].[OH-].[Na+].OO.S(=O)(O)[O-:35].[Na+]>C1COCC1.O.C(OCC)(=O)C>[OH:35][CH2:12][CH2:11][CH2:10][C:13]1[C:14](=[O:29])[N:15]([C:19]2[CH:24]=[CH:23][C:22]([N+:25]([O-:27])=[O:26])=[CH:21][C:20]=2[CH3:28])[CH:16]=[CH:17][CH:18]=1 |f:2.3,5.6|. Reported procedure: At 0° C., 18.5 ml (9.25 mmol) of a 0.5 molar solution of 9-borabicyclo[3.3.1]nonane in THF are slowly added dropwise to 1.00 g (3.70 mmol) of the compound from Example 35A in 4 ml THF. After one hour at room temperature, the mixture is again cooled to 0° C., and 18.5 ml (18.5 mmol) of a 1 molar solution of sodium hydroxide in water are added dropwise. The mixture is stirred at 0° C. for a further 30 min, and 3.24 ml of a 30% strength hydrogen peroxide solution are then added such that the temper... The reactants are CO, O=[N+]([O-])c1c(NCCO)cc(Cl)cc1NCCO. Yields the product COc1cc(NCCO)c([N+](=O)[O-])c(NCCO)c1. Reaction SMILES: [CH3:19][OH:20].[OH:1][CH2:2][CH2:3][NH:4][c:5]1[c:6]([N+:16](=[O:17])[O-:18])[c:7]([NH:12][CH2:13][CH2:14][OH:15])[cH:8][c:9]([Cl:11])[cH:10]1>>[OH:1][CH2:2][CH2:3][NH:4][c:5]1[c:6]([N+:16](=[O:17])[O-:18])[c:7]([NH:12][CH2:13][CH2:14][OH:15])[cH:8][c:9]([O:20][CH3:19])[cH:10]1.